Dataset: the Open Reaction Database (ORD), a public repository of structured organic reaction records. Task: describe an organic reaction: reactants, conditions, products, and yield The reactants are C(C)(=O)OCC=1C(=NC=CC1B1OC(C(O1)(C)C)(C)C)N1C(C2=CC=3CC(CC3N2CC1)(C)C)=O ((2-{4,4-dimethyl-9-oxo-1,10-diazatricyclo[6.4.0.02,6]dodeca-2(6),7-dien-10-yl}-4-(tetramethyl-1,3,2-dioxaborolan-2-yl)pyridin-3-yl)methyl acetate), BrC=1C=C(C(N(C1)C)=O)NC1=NN2C(CN(CC2)CCOC)=C1 (5-Bromo-3-(5-(2-methoxyethyl)-4,5,6,7-tetrahydropyrazolo[1,5-a]pyrazin-2-ylamino)-1-methylpyridin-2(1H)-one), [O-]P(=O)([O-])[O-].[K+].[K+].[K+] (K3PO4), C(C)(=O)[O-].[Na+] (sodium acetate). Reagents/catalysts: C1=CC=C(C=C1)P([C-]2C=CC=C2)C3=CC=CC=C3.C1=CC=C(C=C1)P([C-]2C=CC=C2)C3=CC=CC=C3.Cl[Pd]Cl.[Fe+2] (Pd(dppf)Cl2). Solvent: O (water), C(C)#N (acetonitrile). Conditions: temperature 100 celsius. Product: C(C)(=O)OCC=1C(=NC=CC1C1=CN(C(C(=C1)NC1=NN2C(CN(CC2)CCOC)=C1)=O)C)N1C(C2=CC=3CC(CC3N2CC1)(C)C)=O ((2-{4,4-Dimethyl-9-oxo-1,10-diazatricyclo[6.4.0.02,6]dodeca-2(6),7-dien-10-yl}-4-(5-{[5-(2-methoxyethyl)-4H,5H,6H,7H-pyrazolo[1,5-a]pyrazin-2-yl]amino}-1-methyl-6-oxo-1,6-dihydropyridin-3-yl)pyridin-3-yl)methyl Acetate). Isolated yield 49.8%. Reaction SMILES: [C:1]([O:4][CH2:5][C:6]1[C:7]([N:21]2[CH2:32][CH2:31][N:30]3[C:23](=[CH:24][C:25]4[CH2:26][C:27]([CH3:34])([CH3:33])[CH2:28][C:29]=43)[C:22]2=[O:35])=[N:8][CH:9]=[CH:10][C:11]=1B1OC(C)(C)C(C)(C)O1)(=[O:3])[CH3:2].Br[C:37]1[CH:38]=[C:39]([NH:45][C:46]2[CH:58]=[C:49]3[CH2:50][N:51]([CH2:54][CH2:55][O:56][CH3:57])[CH2:52][CH2:53][N:48]3[N:47]=2)[C:40](=[O:44])[N:41]([CH3:43])[CH:42]=1.[O-]P([O-])([O-])=O.[K+].[K+].[K+].C([O-])(=O)C.[Na+]>C1C=CC(P(C2C=CC=CC=2)[C-]2C=CC=C2)=CC=1.C1C=CC(P(C2C=CC=CC=2)[C-]2C=CC=C2)=CC=1.Cl[Pd]Cl.[Fe+2].O.C(#N)C>[C:1]([O:4][CH2:5][C:6]1[C:7]([N:21]2[CH2:32][CH2:31][N:30]3[C:23](=[CH:24][C:25]4[CH2:26][C:27]([CH3:34])([CH3:33])[CH2:28][C:29]=43)[C:22]2=[O:35])=[N:8][CH:9]=[CH:10][C:11]=1[C:37]1[CH:38]=[C:39]([NH:45][C:46]2[CH:58]=[C:49]3[CH2:50][N:51]([CH2:54][CH2:55][O:56][CH3:57])[CH2:52][CH2:53][N:48]3[N:47]=2)[C:40](=[O:44])[N:41]([CH3:43])[CH:42]=1)(=[O:3])[CH3:2] |f:2.3.4.5,6.7,8.9.10.11|. Procedure details: A 25-mL round-bottomed flask equipped with a reflux condenser was charged with {3-[(acetoxy)methyl]-2-{4,4-dimethyl-9-oxo-1,10-diazatricyclo[6.4.0.02,6]dodeca-2(6),7-dien-10-yl}pyridin-4-yl}boronic acid 199e (198 mg, 0.50 mmol), 296f (190 mg, 0.50 mmol), K3PO4 (212 mg, 1.0 mmol), sodium acetate (82 mg, 1.0 mmol), Pd(dppf)Cl2 (21 mg, 0.025 mmol), acetonitrile (8 mL), and water (0.5 mL). The system was subjected to three cycles of vacuum/nitrogen flush and heated at 100° C. under N2 protection for...